This data is from the Open Reaction Database (ORD), a public repository of structured organic reaction records. The task is: describe an organic reaction: reactants, conditions, products, and yield Reactants: CC1=CC=C(C=N1)[C@H](CO)O ((R)-1-(6-methylpyridin-3-yl)ethane-1,2-diol), N1C=NC=C1 (1H-imidazole), [Si](C)(C)(C(C)(C)C)Cl (tert-butyldimethylsilyl chloride). Run in C(Cl)Cl (CH2Cl2). Reaction conditions: temperature 0 celsius, time 30 minute. Yields the product [Si](C)(C)(C(C)(C)C)OC[C@H](O)C=1C=NC(=CC1)C ((R)-2-(tert-Butyldimethylsilyloxy)-1-(6-methylpyridin-3-yl)ethanol). RXN SMILES: [CH3:1][C:2]1[N:7]=[CH:6][C:5]([C@@H:8]([OH:11])[CH2:9][OH:10])=[CH:4][CH:3]=1.N1C=CN=C1.[Si:17](Cl)([C:20]([CH3:23])([CH3:22])[CH3:21])([CH3:19])[CH3:18]>C(Cl)Cl>[Si:17]([O:10][CH2:9][C@@H:8]([C:5]1[CH:6]=[N:7][C:2]([CH3:1])=[CH:3][CH:4]=1)[OH:11])([C:20]([CH3:23])([CH3:22])[CH3:21])([CH3:19])[CH3:18]. Reported procedure: To a stirred mixture of (R)-1-(6-methylpyridin-3-yl)ethane-1,2-diol (13.72 g, 0.085 mol), 1H-imidazole (13.55 g, 0.197 mol), and CH2Cl2 (180 mL) at 0° C. was added tert-butyldimethylsilyl chloride (15.31 g, 0.098 mol). The reaction mixture was stirred at 0° C. for 30 minutes, then warmed to room temperature and stirred overnight. The mixture was washed with water (300 mL) and extracted with CH2Cl2. The combined organic layers were dried over sodium sulfate, and concentrated. The residue was puri... Reactants: BrCC[C@@H]1CC[C@H](CC1)CCCCC (1-bromo-2-(trans-4-pentylcyclohexyl)ethane), C1(=CC=CC=C1)P(C1=CC=CC=C1)C1=CC=CC=C1 (triphenylphosphine). The solvent is C=1(C(=CC=CC1)C)C (xylene). Conditions: temperature 5 celsius, time 60 hour. The product is [Br-].C(CCCC)[C@@H]1CC[C@H](CC1)CC[P+](C1=CC=CC=C1)(C1=CC=CC=C1)C1=CC=CC=C1 (2-(trans-4-pentylcyclohexyl)ethyl-triphenylphosphonium bromide). Yield: 57.6%. RXN SMILES: [Br:1][CH2:2][CH2:3][C@H:4]1[CH2:9][CH2:8][C@H:7]([CH2:10][CH2:11][CH2:12][CH2:13][CH3:14])[CH2:6][CH2:5]1.[C:15]1([P:21]([C:28]2[CH:33]=[CH:32][CH:31]=[CH:30][CH:29]=2)[C:22]2[CH:27]=[CH:26][CH:25]=[CH:24][CH:23]=2)[CH:20]=[CH:19][CH:18]=[CH:17][CH:16]=1>C1(C)C(C)=CC=CC=1>[Br-:1].[CH2:10]([C@H:7]1[CH2:8][CH2:9][C@H:4]([CH2:3][CH2:2][P+:21]([C:22]2[CH:23]=[CH:24][CH:25]=[CH:26][CH:27]=2)([C:28]2[CH:33]=[CH:32][CH:31]=[CH:30][CH:29]=2)[C:15]2[CH:16]=[CH:17][CH:18]=[CH:19][CH:20]=2)[CH2:5][CH2:6]1)[CH2:11][CH2:12][CH2:13][CH3:14] |f:3.4|. Procedure: A mixture of 13.0 g of 1-bromo-2-(trans-4-pentylcyclohexyl)ethane, 16.0 g of triphenylphosphine and 375 ml of xylene was heated to boiling for 60 hours. After cooling to 5° C., the precipitated product was filtered off under suction, washed with toluene and hexane and dried, there being obtained 15.0 g of 2-(trans-4-pentylcyclohexyl)ethyl-triphenylphosphonium bromide; m.p. 183°-185° C. Starting materials: COC(=O)CBr, Cc1c(-c2ccccc2)n(C)c2cccc(-c3ccc(O)cc3)c12, CC(C)=O, [K+], [K+], O=C([O-])[O-]. The product is COC(=O)COc1ccc(-c2cccc3c2c(C)c(-c2ccccc2)n3C)cc1. Reaction SMILES: [Br:31][CH2:32][C:33](=[O:34])[O:35][CH3:36].[CH3:1][n:2]1[c:3](-[c:19]2[cH:20][cH:21][cH:22][cH:23][cH:24]2)[c:4]([CH3:18])[c:5]2[c:6](-[c:11]3[cH:12][cH:13][c:14]([OH:17])[cH:15][cH:16]3)[cH:7][cH:8][cH:9][c:10]12.[CH3:37][C:38](=[O:39])[CH3:40].[K+:25].[K+:26].[O-:27][C:28]([O-:29])=[O:30]>>[CH3:1][n:2]1[c:3](-[c:19]2[cH:20][cH:21][cH:22][cH:23][cH:24]2)[c:4]([CH3:18])[c:5]2[c:6](-[c:11]3[cH:12][cH:13][c:14]([O:17][CH2:32][C:33](=[O:34])[O:35][CH3:36])[cH:15][cH:16]3)[cH:7][cH:8][cH:9][c:10]12. Reactants: CO, COc1cc2c(cc1Br)C(C)CN(C(=O)C(F)(F)F)C(C)C2, [Na+], [OH-], O. The product is COc1cc2c(cc1Br)C(C)CNC(C)C2. Reaction SMILES: [CH3:25][OH:26].[F:1][C:2]([F:3])([F:4])[C:21]([N:5]1[CH:6]([CH3:20])[CH2:7][c:8]2[c:9]([cH:13][c:14]([Br:19])[c:15]([O:17][CH3:18])[cH:16]2)[CH:10]([CH3:12])[CH2:11]1)=[O:22].[Na+:24].[OH-:23].[OH2:27]>>[NH:5]1[CH:6]([CH3:20])[CH2:7][c:8]2[c:9]([cH:13][c:14]([Br:19])[c:15]([O:17][CH3:18])[cH:16]2)[CH:10]([CH3:12])[CH2:11]1. Starting materials: CC(C)COCC(O)CN1CCCC1, CC(Cl)Cl, [Na+], [OH-], O, O=S(Cl)Cl. The product is CCN(CC)CC(O)COCC(C)C. Reaction SMILES: [CH3:1][CH:2]([CH2:3][O:4][CH2:5][CH:6]([CH2:7][N:8]1[CH2:9][CH2:10][CH2:11][CH2:12]1)[OH:13])[CH3:14].[Cl:15][CH:16]([Cl:17])[CH3:18].[Na+:24].[OH-:23].[OH2:25].[S:19]([Cl:20])([Cl:21])=[O:22]>>[CH3:1][CH:2]([CH2:3][O:4][CH2:5][CH:6]([CH2:7][N:8]([CH2:9][CH3:10])[CH2:12][CH3:11])[OH:13])[CH3:14]. The reactants are Congo Red, [BH4-].[Na+] (Sodium borohydride), O=C(/C=C/C1SCC(N1CCCCCCC(=O)O)=O)CCC1=CC=CC=C1 (7-[2-(3-oxo-5-phenyl-1-trans-pentenyl)-4-oxo-3-thiazolidinyl]heptanoic acid), [H-] (hydride), Cl (hydrochloric acid). Run in ice water, C(C)O (ethanol). Reaction conditions: time 0.5 hour. The product is OC(/C=C/C1SCC(N1CCCCCCC(=O)O)=O)CCC1=CC=CC=C1 (7-[2-(3-Hydroxy-5-phenyl-1-transpentenyl)-4-oxo-3-thiazolidinyl]heptanoic Acid). RXN SMILES: [BH4-].[Na+].[O:3]=[C:4]([CH2:22][CH2:23][C:24]1[CH:29]=[CH:28][CH:27]=[CH:26][CH:25]=1)/[CH:5]=[CH:6]/[CH:7]1[N:11]([CH2:12][CH2:13][CH2:14][CH2:15][CH2:16][CH2:17][C:18]([OH:20])=[O:19])[C:10](=[O:21])[CH2:9][S:8]1.[H-].Cl>C(O)C>[OH:3][CH:4]([CH2:22][CH2:23][C:24]1[CH:25]=[CH:26][CH:27]=[CH:28][CH:29]=1)/[CH:5]=[CH:6]/[CH:7]1[N:11]([CH2:12][CH2:13][CH2:14][CH2:15][CH2:16][CH2:17][C:18]([OH:20])=[O:19])[C:10](=[O:21])[CH2:9][S:8]1 |f:0.1|. Procedure details: Sodium borohydride (1.25 molar equivalents) is added in small portions over 1/2 hour to a stirred solution of 7-[2-(3-oxo-5-phenyl-1-trans-pentenyl)-4-oxo-3-thiazolidinyl]heptanoic acid (1 molar equivalent) in ethanol maintained at 0° to 5° C. Upon completing the hydride addition, the reaction mixture is stirred at 0° to 5° for 1/2 hour, then at ambient temperature for 21/2 hours. The resulting reaction mixture is cooled to 0° to 5° C., diluted with ice water and cautiously acidified to Congo Re... Reaction SMILES: [CH3:1][O:2][C:3]1[CH:4]=[CH:5][C:6]2[CH2:12][C:11]3=[N:13][N:14]=[C:15](S(C)(=O)=O)[N:10]3[CH:9]=[CH:8][C:7]=2[CH:20]=1.[CH3:21][O-:22].[Na+]>>[CH3:21][O:22][C:15]1[N:10]2[C:11]([CH2:12][C:6]3[CH:5]=[CH:4][C:3]([O:2][CH3:1])=[CH:20][C:7]=3[CH:8]=[CH:9]2)=[N:13][N:14]=1 |f:1.2|. The reactants are COC=1C=CC2=C(C=CN3C(C2)=NN=C3S(=O)(=O)C)C1 (8-methoxy-3-methylsulfonyl-11H-s-triazolo[3,4-b][3]benzazepine), C[O-].[Na+] (sodium methoxide). Procedure details: The reaction of 8-methoxy-3-methylsulfonyl-11H-s-triazolo[3,4-b][3]benzazepine with sodium methoxide yielded 3,8-dimethoxy-11H-s-triazolo[3,4-b][3]benzazepine. Colorless needles (as recrystallized from aqueous methanol), melting point: 185°-186° C. Product: COC1=NN=C2CC3=C(C=CN21)C=C(C=C3)OC (3,8-dimethoxy-11H-s-triazolo[3,4-b][3]benzazepine).